This data is from the Open Reaction Database (ORD), a public repository of structured organic reaction records. The task is: describe an organic reaction: reactants, conditions, products, and yield Reactants: CC(=O)O, CCOC(=O)Nc1ccc(Cl)c(C(F)(F)F)c1, Cl, NO, O. The product is O=C(NO)Nc1ccc(Cl)c(C(F)(F)F)c1. As a reaction SMILES: [CH3:22][C:23](=[O:24])[OH:25].[Cl:1][c:2]1[c:3]([C:14]([F:15])([F:16])[F:17])[cH:4][c:5]([NH:8][C:9]([O:10][CH2:12][CH3:13])=[O:11])[cH:6][cH:7]1.[ClH:18].[NH2:19][OH:20].[OH2:21]>>[Cl:1][c:2]1[c:3]([C:14]([F:15])([F:16])[F:17])[cH:4][c:5]([NH:8][C:9](=[O:10])[NH:19][OH:20])[cH:6][cH:7]1. Starting materials: C(C)(C)(C)OC(C(C(=O)OC(C)(C)C)C1=CC=C(C=C1)C)=O (p-Tolyl-malonic acid di-tert-butyl ester), BrN1C(CCC1=O)=O (N-bromosuccinimide). The reagents and catalysts are C(C1=CC=CC=C1)(=O)OOC(C1=CC=CC=C1)=O (benzoyl peroxide). Solvent: C(Cl)(Cl)(Cl)Cl (CCl4). Product: C(C)(C)(C)OC(C(C(=O)OC(C)(C)C)C1=CC=C(C=C1)CBr)=O ((4-bromomethylphenyl)-malonic acid di-tert-butyl ester). Isolated yield 66.5%. Reaction SMILES: [C:1]([O:5][C:6](=[O:22])[CH:7]([C:15]1[CH:20]=[CH:19][C:18]([CH3:21])=[CH:17][CH:16]=1)[C:8]([O:10][C:11]([CH3:14])([CH3:13])[CH3:12])=[O:9])([CH3:4])([CH3:3])[CH3:2].[Br:23]N1C(=O)CCC1=O>C(Cl)(Cl)(Cl)Cl.C(OOC(=O)C1C=CC=CC=1)(=O)C1C=CC=CC=1>[C:11]([O:10][C:8](=[O:9])[CH:7]([C:15]1[CH:20]=[CH:19][C:18]([CH2:21][Br:23])=[CH:17][CH:16]=1)[C:6]([O:5][C:1]([CH3:2])([CH3:3])[CH3:4])=[O:22])([CH3:13])([CH3:14])[CH3:12]. Procedure details: p-Tolyl-malonic acid di-tert-butyl ester (5.695 g, 16.6 mmol) was dissolved in 80 ml of CCl4. To the solution was added N-bromosuccinimide (3.309 g, 16.6 mmol, 1 equivalents) and benzoyl peroxide (220 mg), the reaction mixture was refluxed under argon overnight; the reaction mixture was then cooled to room temperature, and the precipitate that had formed was filtered and washed with hexanes. The combined organic portions was dried, and the residue obtained was purified by chromatography to give ... Starting materials: CN(C)C=O, COc1c(C(=O)O)cccc1S(=O)(=O)Cl, O=S(Cl)Cl. The product is COc1c(C(=O)Cl)cccc1S(=O)(=O)Cl. As a reaction SMILES: [CH3:20][N:21]([CH3:22])[CH:23]=[O:24].[Cl:5][S:6](=[O:7])(=[O:8])[c:9]1[c:10]([O:18][CH3:19])[c:11]([C:12](=[O:13])[OH:14])[cH:15][cH:16][cH:17]1.[S:1]([Cl:2])([Cl:3])=[O:4]>>[Cl:3][C:12]([c:11]1[c:10]([O:18][CH3:19])[c:9]([S:6]([Cl:5])(=[O:7])=[O:8])[cH:17][cH:16][cH:15]1)=[O:13]. The reactants are ice, ClC1=C(C=CC(=C1)F)C(C(=O)OC)CC=C (methyl 2-(2-chloro-4-fluorophenyl)pent-4-enoate), ClC1=CC(=CC=C1)C(=O)OO (meta-chloroperbenzoic acid). Solvent: C(Cl)Cl (methylene chloride). Run at time 16 hour. Yields the product ClC1=C(C=CC(=C1)F)C(C(=O)OC)CC1OC1 (Methyl 2-(2-chloro-4-fluorophenyl)-3-(oxiran-2-yl)propanoate), liquid. Isolated yield 80.0%. Reaction SMILES: [Cl:1][C:2]1[CH:7]=[C:6]([F:8])[CH:5]=[CH:4][C:3]=1[CH:9]([CH2:14][CH:15]=[CH2:16])[C:10]([O:12][CH3:13])=[O:11].ClC1C=CC=C(C(OO)=[O:25])C=1>C(Cl)Cl>[Cl:1][C:2]1[CH:7]=[C:6]([F:8])[CH:5]=[CH:4][C:3]=1[CH:9]([CH2:14][CH:15]1[CH2:16][O:25]1)[C:10]([O:12][CH3:13])=[O:11]. Reported procedure: To an ice-cold solution of methyl 2-(2-chloro-4-fluorophenyl)pent-4-enoate (6.0 g, 24.7 mmol) in methylene chloride (50 mL) was added meta-chloroperbenzoic acid (6.7 g, 70% purity, 27.2 mmol). The cooling bath removed and the reaction stirred for 16 hours. The reaction was filtered, the filtrate washed repeatedly with 1 N sodium hydroxide, dried with sodium sulfate and the solvent was evaporated in vacuo. The residue was purified by column chromatography on silica gel using n-heptane/ethyl aceta...